Dataset: the Open Reaction Database (ORD), a public repository of structured organic reaction records. Task: describe an organic reaction: reactants, conditions, products, and yield Reactants: ClC=1C=C(C(=C(C1)C=1C=C2CC[C@@H](C2=CC1)NC(=O)C1(COC1)N)C1=NOC(=N1)C)F (3-amino-oxetane-3-carboxylic acid{(S)-5-[5-chloro-3-fluoro-2-(5-methyl-[1,2,4]oxadiazol-3-yl)-phenyl]-indan-1-yl}-amide), COC1=NOC(=C1)C(=O)O (3-methoxy-isoxazole-5-carboxylic acid). The product is ClC=1C=C(C(=C(C1)C=1C=C2CC[C@@H](C2=CC1)NC(=O)C1(COC1)NC(=O)C1=CC(=NO1)OC)C1=NOC(=N1)C)F (3-Methoxy-isoxazole-5-carboxylic acid (3-{(S)-5-[5-chloro-3-fluoro-2-(5-methyl-[1,2,4]oxadiazol-3-yl)-phenyl]-indan-1-ylcarbamoyl}-oxetan-3-yl)-amide). As a reaction SMILES: [Cl:1][C:2]1[CH:3]=[C:4]([F:31])[C:5]([C:25]2[N:29]=[C:28]([CH3:30])[O:27][N:26]=2)=[C:6]([C:8]2[CH:9]=[C:10]3[C:14](=[CH:15][CH:16]=2)[C@@H:13]([NH:17][C:18]([C:20]2([NH2:24])[CH2:23][O:22][CH2:21]2)=[O:19])[CH2:12][CH2:11]3)[CH:7]=1.[CH3:32][O:33][C:34]1[CH:38]=[C:37]([C:39](O)=[O:40])[O:36][N:35]=1>>[Cl:1][C:2]1[CH:3]=[C:4]([F:31])[C:5]([C:25]2[N:29]=[C:28]([CH3:30])[O:27][N:26]=2)=[C:6]([C:8]2[CH:9]=[C:10]3[C:14](=[CH:15][CH:16]=2)[C@@H:13]([NH:17][C:18]([C:20]2([NH:24][C:39]([C:37]4[O:36][N:35]=[C:34]([O:33][CH3:32])[CH:38]=4)=[O:40])[CH2:21][O:22][CH2:23]2)=[O:19])[CH2:12][CH2:11]3)[CH:7]=1. Procedure details: In analogy to the procedures described for the preparation of intermediate A-1 [B], 3-amino-oxetane-3-carboxylic acid{(S)-5-[5-chloro-3-fluoro-2-(5-methyl-[1,2,4]oxadiazol-3-yl)-phenyl]-indan-1-yl}-amide (example 49) was coupled with 3-methoxy-isoxazole-5-carboxylic acid to yield the title compound as light yellow viscous oil. MS: 568.1 (MH+, 1Cl).